From a dataset of the Open Reaction Database (ORD), a public repository of structured organic reaction records. describe an organic reaction: reactants, conditions, products, and yield The reactants are C(CCC)[Li] (n-Butyllithium), C(C)(C)NC(C)C (diisopropylamine), C(C)(=O)N1C=NC=C1 (N-acetylimidazole), [Si](C)(C)(C(C)(C)C)N1C(C[C@@H]1CC(SC)(SC)SC)=O ((4R)-1-(t-butyldimethylsilyl)-4-[2,2,2-tri(methylthio)ethyl]azetidin-2-one). Run in O1CCCC1 (tetrahydrofuran), C1CCOC1 (THF), O1CCCC1 (tetrahydrofuran). Run at temperature -78 celsius, time 15 minute. Yields the product [Si](C)(C)(C(C)(C)C)N1C([C@@H]([C@H]1CC(SC)(SC)SC)C(C)=O)=O ((3S,4R)-1-(t-butyldimethylsilyl)-3-(1-oxoethyl)-4-[2,2,2-tri(methylthio)ethyl]azetidin-2-one). As a reaction SMILES: C([Li])CCC.C(NC(C)C)(C)C.[Si:13]([N:20]1[C@@H:23]([CH2:24][C:25]([S:30][CH3:31])([S:28][CH3:29])[S:26][CH3:27])[CH2:22][C:21]1=[O:32])([C:16]([CH3:19])([CH3:18])[CH3:17])([CH3:15])[CH3:14].[C:33](N1C=CN=C1)(=[O:35])[CH3:34]>O1CCCC1>[Si:13]([N:20]1[C@H:23]([CH2:24][C:25]([S:28][CH3:29])([S:26][CH3:27])[S:30][CH3:31])[C@@H:22]([C:33](=[O:35])[CH3:34])[C:21]1=[O:32])([C:16]([CH3:17])([CH3:19])[CH3:18])([CH3:15])[CH3:14]. Procedure details: n-Butyllithium (2.43 ml of 2.4 m solution, 5.84 mmol) is added by syringe to a solution of diisopropylamine (591 mg, 5.84 mmol) in 25 ml of freshly distilled tetrahydrofuran at -78° C. The resulting solution is stirred at -78° C. for 15 minutes prior to the addition of a solution of (4R)-1-(t-butyldimethylsilyl)-4-[2,2,2-tri(methylthio)ethyl]azetidin-2-one (1.00 g, 2.85 mmol) in tetrahydrofuran (5 ml). This solution is stirred at -78° C. for 15 minutes, then added via a Teflon tube to a mixture ... The reactants are O=C([O-])[O-], CC#N, O=C(c1cc(F)cnc1Cl)N1CCCc2ccccc21, Oc1cccc(Cl)c1, [Cu]I, [Cu], [K+], [K+]. The product is O=C(c1cc(F)cnc1Oc1cccc(Cl)c1)N1CCCc2ccccc21. RXN SMILES: [C:29](=[O:30])([O-:31])[O-:32].[CH3:35][C:36]#[N:37].[Cl:1][c:2]1[n:3][cH:4][c:5]([F:20])[cH:6][c:7]1[C:8](=[O:9])[N:10]1[CH2:11][CH2:12][CH2:13][c:14]2[cH:15][cH:16][cH:17][cH:18][c:19]21.[Cl:21][c:22]1[cH:23][c:24]([OH:28])[cH:25][cH:26][cH:27]1.[Cu:38][I:39].[Cu:40].[K+:33].[K+:34]>>[c:2]1([O:28][c:24]2[cH:23][c:22]([Cl:21])[cH:27][cH:26][cH:25]2)[n:3][cH:4][c:5]([F:20])[cH:6][c:7]1[C:8](=[O:9])[N:10]1[CH2:11][CH2:12][CH2:13][c:14]2[cH:15][cH:16][cH:17][cH:18][c:19]21. Reactants: C([O-])([O-])=O.[K+].[K+] (potassium carbonate), CN(C=O)C (N,N-dimethylformamide), NC(C1=CC=C(OCCCC2CCN(CC2)CCCOC2=CC=C(C(=N)N)C=C2)C=C1)=N (4-{3-[4-(3-{4-[amino(imino)methyl]phenoxy}propyl)-1-piperidinyl]propoxy}benzamidine), C(C)(=O)[O-] (acetate). Run in C(Cl)(Cl)Cl (Chloroform). Conditions: time 15 minute. Product: C(C)(=O)N=C(C1=CC=C(C=C1)OCCCN1CCC(CC1)CCCOC1=CC=C(C=C1)C(N)=NC(C)=O)N (N′-acetyl-4-{3-[4-(3-{4-[(acetylimino)(amino)methyl]phenoxy}propyl)-1-piperidinyl]propoxy}benzamidine). As a reaction SMILES: CN(C)[CH:3]=[O:4].[NH2:6][C:7](=[NH:37])[C:8]1[CH:36]=[CH:35][C:11]([O:12][CH2:13][CH2:14][CH2:15][CH:16]2[CH2:21][CH2:20][N:19]([CH2:22][CH2:23][CH2:24][O:25][C:26]3[CH:34]=[CH:33][C:29]([C:30]([NH2:32])=[NH:31])=[CH:28][CH:27]=3)[CH2:18][CH2:17]2)=[CH:10][CH:9]=1.[C:38]([O-:41])(=O)[CH3:39].[C:42](=O)([O-])[O-].[K+].[K+]>C(Cl)(Cl)Cl>[C:38]([N:31]=[C:30]([NH2:32])[C:29]1[CH:28]=[CH:27][C:26]([O:25][CH2:24][CH2:23][CH2:22][N:19]2[CH2:20][CH2:21][CH:16]([CH2:15][CH2:14][CH2:13][O:12][C:11]3[CH:35]=[CH:36][C:8]([C:7](=[N:6][C:3](=[O:4])[CH3:42])[NH2:37])=[CH:9][CH:10]=3)[CH2:17][CH2:18]2)=[CH:34][CH:33]=1)(=[O:41])[CH3:39] |f:3.4.5|. Procedure details: To an N,N-dimethylformamide (10 mL) suspension of 1.00 g of 4-{3-[4-(3-{4-[amino(imino)methyl]phenoxy}propyl)-1-piperidinyl]propoxy}benzamidine was added 4-nitrophenyl=acetate at room temperature, which was then stirred at the same temperature for 1 hour and 15 minutes. Chloroform and a 5% potassium carbonate aqueous solution were added to the reaction mixture, and insoluble matter was filtered off. The organic layer was separated, washed sequentially with a 5% potassium carbonate aqueous soluti... Starting materials: CC(=O)O, O=C(O)c1cc2c(s1)Oc1ccccc1C(=O)N2, O. As a reaction SMILES: [CH3:20][C:21](=[O:22])[OH:23].[O:1]=[C:2]1[NH:3][c:4]2[c:5]([s:13][c:14]([C:16]([OH:17])=[O:18])[cH:15]2)[O:6][c:7]2[c:8]1[cH:9][cH:10][cH:11][cH:12]2.[OH2:19]>>[O:1]=[C:2]1[NH:3][c:4]2[c:5]([s:13][cH:14][cH:15]2)[O:6][c:7]2[c:8]1[cH:9][cH:10][cH:11][cH:12]2. The product is O=C1Nc2ccsc2Oc2ccccc21.